From a dataset of the Open Reaction Database (ORD), a public repository of structured organic reaction records. describe an organic reaction: reactants, conditions, products, and yield Starting materials: S(=S)(=O)([O-])[O-].[Na+].[Na+] (sodium thiosulfate), C(C)(=O)OCCN1C(=NC=C1)CSC1=CC=C(C=C1)NC(=O)C=1CCN(C2=C(C1)C=C(C=C2)C2=CC=C(C=C2)OCCOCCCC)CC(C)C ([2-[[[4-[[[7-[4-(2-butoxyethoxy)phenyl]-1-isobutyl-2,3-dihydro-1H-1-benzazepin-4-yl]carbonyl]amino]phenyl]thio]methyl]-1H-imidazol-1-yl]ethyl acetate), ClC1=CC(=CC=C1)C(=O)OO (3-chloroperbenzoic acid). Run in ClCCl (dichloromethane), ClCCl (dichloromethane). Run at temperature -78 celsius, time 1 hour. Yields the product C(C)(=O)OCCN1C(=NC=C1)CS(=O)C1=CC=C(C=C1)NC(=O)C=1CCN(C2=C(C1)C=C(C=C2)C2=CC=C(C=C2)OCCOCCCC)CC(C)C ([2-[[[4-[[[7-[4-(2-butoxyethoxy)phenyl]-1-isobutyl-2,3-dihydro-1H-1-benzazepin-4-yl]carbonyl]amino]phenyl]sulfinyl]methyl]-1H-imidazol-1-yl]ethyl acetate). Yield: 77.9%. RXN SMILES: [C:1]([O:4][CH2:5][CH2:6][N:7]1[CH:11]=[CH:10][N:9]=[C:8]1[CH2:12][S:13][C:14]1[CH:19]=[CH:18][C:17]([NH:20][C:21]([C:23]2[CH2:24][CH2:25][N:26]([CH2:48][CH:49]([CH3:51])[CH3:50])[C:27]3[CH:33]=[CH:32][C:31]([C:34]4[CH:39]=[CH:38][C:37]([O:40][CH2:41][CH2:42][O:43][CH2:44][CH2:45][CH2:46][CH3:47])=[CH:36][CH:35]=4)=[CH:30][C:28]=3[CH:29]=2)=[O:22])=[CH:16][CH:15]=1)(=[O:3])[CH3:2].ClC1C=CC=C(C(OO)=[O:60])C=1.S([O-])([O-])(=O)=S.[Na+].[Na+]>ClCCl>[C:1]([O:4][CH2:5][CH2:6][N:7]1[CH:11]=[CH:10][N:9]=[C:8]1[CH2:12][S:13]([C:14]1[CH:15]=[CH:16][C:17]([NH:20][C:21]([C:23]2[CH2:24][CH2:25][N:26]([CH2:48][CH:49]([CH3:50])[CH3:51])[C:27]3[CH:33]=[CH:32][C:31]([C:34]4[CH:39]=[CH:38][C:37]([O:40][CH2:41][CH2:42][O:43][CH2:44][CH2:45][CH2:46][CH3:47])=[CH:36][CH:35]=4)=[CH:30][C:28]=3[CH:29]=2)=[O:22])=[CH:18][CH:19]=1)=[O:60])(=[O:3])[CH3:2] |f:2.3.4|. Procedure details: To a solution of [2-[[[4-[[[7-[4-(2-butoxyethoxy)phenyl]-1-isobutyl-2,3-dihydro-1H-1-benzazepin-4-yl]carbonyl]amino]phenyl]thio]methyl]-1H-imidazol-1-yl]ethyl acetate (350 mg) in dichloromethane (10 ml) was added dropwise 3-chloroperbenzoic acid (70%, 146 mg) in dichloromethane (10 ml) at −78° C. The mixture was stirred for 1 hour at −78° C., an aqueous solution of sodium thiosulfate was added to the mixture, and the mixture was stirred at room temperature for 10 minutes. The mixture was extract... The reactants are ClC1=NC2=CC=C(C=C2C(=C1)C(Cl)(Cl)Cl)C(Cl)(Cl)Cl (2-chloro-4,6-bis-trichloromethyl-quinoline), [Na] (sodium), CC1=NNC=N1 (3-methyl-1,2,4-triazole), CN(C=O)C (dimethyl formamide). Solvent: O (water). Conditions: temperature 100 celsius, time 20 hour. The product is CC1=NN(C=N1)C1=NC2=CC=C(C=C2C(=C1)C(Cl)(Cl)Cl)C(Cl)(Cl)Cl (2-(3-methyl-1H-1,2,4-triazole-1-yl)-4,6-bis-trichloromethyl-quinoline). The yield is 62.0%. RXN SMILES: Cl[C:2]1[CH:11]=[C:10]([C:12]([Cl:15])([Cl:14])[Cl:13])[C:9]2[C:4](=[CH:5][CH:6]=[C:7]([C:16]([Cl:19])([Cl:18])[Cl:17])[CH:8]=2)[N:3]=1.[Na].[CH3:21][C:22]1[N:26]=[CH:25][NH:24][N:23]=1.CN(C)C=O>O>[CH3:21][C:22]1[N:26]=[CH:25][N:24]([C:2]2[CH:11]=[C:10]([C:12]([Cl:15])([Cl:14])[Cl:13])[C:9]3[C:4](=[CH:5][CH:6]=[C:7]([C:16]([Cl:19])([Cl:18])[Cl:17])[CH:8]=3)[N:3]=2)[N:23]=1 |^1:19|. Procedure: A mixture of 3.99 g of 2-chloro-4,6-bis-trichloromethyl-quinoline, 1.26 g of the sodium salt of 3-methyl-1,2,4-triazole and 10 ml of dimethyl formamide is stirred at 100° C. for 20 hours. The reaction mixture is poured into 100 ml of water, the precipitated product is filtered and recrystallized from 10 ml of ethanol. Thus 2.76 g of the desired compound are obtained, yield 62%. M.p.: 169°-170° C. The reactants are O1CCOC12CCC(CC2)O (1,4-dioxa-spiro[4.5]decan-8-ol), C1CN2CCN1CC2 (triethylenediamine), C1(=CC=C(C=C1)S(=O)(=O)Cl)C (p-toluenesulfonylchloride). Run in C(Cl)Cl (DCM), C(Cl)Cl (DCM). Run at time 8 hour. Yields the product O1CCOC12CCC(CC2)OS(=O)(=O)C2=CC=C(C=C2)C (Toluene-4-sulfonic acid 1,4-dioxa-spiro[4.5]dec-8-yl ester). Isolated yield 101.6%. Reaction SMILES: [O:1]1[C:5]2([CH2:10][CH2:9][CH:8]([OH:11])[CH2:7][CH2:6]2)[O:4][CH2:3][CH2:2]1.C1N2CCN(CC2)C1.[C:20]1([CH3:30])[CH:25]=[CH:24][C:23]([S:26](Cl)(=[O:28])=[O:27])=[CH:22][CH:21]=1>C(Cl)Cl>[O:1]1[C:5]2([CH2:10][CH2:9][CH:8]([O:11][S:26]([C:23]3[CH:24]=[CH:25][C:20]([CH3:30])=[CH:21][CH:22]=3)(=[O:28])=[O:27])[CH2:7][CH2:6]2)[O:4][CH2:3][CH2:2]1. Procedure details: To a solution of 1,4-dioxa-spiro[4.5]decan-8-ol (1.0 mg, 6.3 mmol) and triethylenediamine (0.780 mg, 7.0 mmol) cooled to 0° C. in DCM (20 mL) was added p-toluenesulfonylchloride (1.31 g, 7.0 mmol) in DCM (5 mL). The reaction mixture was stirred overnight and then washed with 0.5 N HCl (20 mL). The organic layer was collected, dried over anhydrous sodium sulfate, filtered, and concentrated to give the title compound (2.0 g) which was used without further purification. Reactants: OC1CC(CCC1)OCC1=C(C(=O)OC)C(=CC=C1)C (methyl 2-(3-hydroxycyclohexyloxymethyl)-6-methylbenzoate), COC1=CC=C(C=C1)C=1OC(=C(N1)CI)C (2-(4-methoxyphenyl)-4-iodomethyl-5-methyloxazole). Product: COC1=CC=C(C=C1)C=1OC(=C(N1)COC1CC(CCC1)OCC1=C(C(=O)O)C(=CC=C1)C)C (2-{3-[2-(4-Methoxyphenyl)-5-methyloxazol-4-ylmethoxy]cyclohexyloxymethyl}-6-methylbenzoic acid). As a reaction SMILES: [OH:1][CH:2]1[CH2:7][CH2:6][CH2:5][CH:4]([O:8][CH2:9][C:10]2[CH:19]=[CH:18][CH:17]=[C:16]([CH3:20])[C:11]=2[C:12]([O:14]C)=[O:13])[CH2:3]1.[CH3:21][O:22][C:23]1[CH:28]=[CH:27][C:26]([C:29]2[O:30][C:31]([CH3:36])=[C:32]([CH2:34]I)[N:33]=2)=[CH:25][CH:24]=1>>[CH3:21][O:22][C:23]1[CH:24]=[CH:25][C:26]([C:29]2[O:30][C:31]([CH3:36])=[C:32]([CH2:34][O:1][CH:2]3[CH2:7][CH2:6][CH2:5][CH:4]([O:8][CH2:9][C:10]4[CH:19]=[CH:18][CH:17]=[C:16]([CH3:20])[C:11]=4[C:12]([OH:14])=[O:13])[CH2:3]3)[N:33]=2)=[CH:27][CH:28]=1. Reported procedure: Using methyl 2-(3-hydroxycyclohexyloxymethyl)-6-methylbenzoate and 2-(4-methoxyphenyl)-4-iodomethyl-5-methyloxazole as starting materials in the procedure of Example XXXI, gave the product 71 of molecular weight 465.55 (C27H31NO6), MS(ESI): 466.37 (M+H+).